Dataset: the Open Reaction Database (ORD), a public repository of structured organic reaction records. Task: describe an organic reaction: reactants, conditions, products, and yield The reactants are B, C1=CCCCC1, CCOC(C)=O, C=CCC(CF)NC(=O)OC, [Na+], C1CCOC1, [OH-], O, OO. The product is COC(=O)NC(CF)CCCO. RXN SMILES: [BH3:1].[CH2:2]1[CH2:3][CH:4]=[CH:5][CH2:6][CH2:7]1.[CH3:29][CH2:30][O:31][C:32](=[O:33])[CH3:34].[F:8][CH2:9][CH:10]([CH2:11][CH:12]=[CH2:13])[NH:14][C:15]([O:16][CH3:17])=[O:18].[Na+:20].[O:23]1[CH2:24][CH2:25][CH2:26][CH2:27]1.[OH-:19].[OH2:28].[OH:21][OH:22]>>[F:8][CH2:9][CH:10]([CH2:11][CH2:12][CH2:13][OH:19])[NH:14][C:15]([O:16][CH3:17])=[O:18]. Starting materials: C1CCOC1, CCOC(=O)CC1OB(O)c2cc(OC3CCCCO3)cc(Cl)c21, Cl. Product: CCOC(=O)CC1OB(O)c2cc(O)cc(Cl)c21. RXN SMILES: [CH2:26]1[O:27][CH2:28][CH2:29][CH2:30]1.[Cl:1][c:2]1[cH:3][c:4]([O:18][CH:19]2[CH2:20][CH2:21][CH2:22][CH2:23][O:24]2)[cH:5][c:6]2[c:10]1[CH:9]([CH2:11][C:12](=[O:13])[O:14][CH2:15][CH3:16])[O:8][B:7]2[OH:17].[ClH:25]>>[Cl:1][c:2]1[cH:3][c:4]([OH:18])[cH:5][c:6]2[c:10]1[CH:9]([CH2:11][C:12](=[O:13])[O:14][CH2:15][CH3:16])[O:8][B:7]2[OH:17]. Reactants: CC(=O)Oc1cc2c(cc1I)C1CCC3(C)C(=O)CCC3C1C(OC(C)=O)C2, O=C([O-])O, CO, [Na+]. Yields the product CC(=O)OC1Cc2cc(O)c(I)cc2C2CCC3(C)C(=O)CCC3C12. RXN SMILES: [C:1](=[O:2])([CH3:3])[O:4][c:5]1[cH:6][c:7]2[c:20]([cH:21][c:22]1[I:23])[CH:19]1[CH:10]([CH:9]([O:25][C:26]([CH3:27])=[O:28])[CH2:8]2)[CH:11]2[CH2:12][CH2:13][C:14](=[O:24])[C:15]2([CH3:16])[CH2:17][CH2:18]1.[C:29](=[O:30])([OH:31])[O-:32].[CH3:34][OH:35].[Na+:33]>>[OH:4][c:5]1[cH:6][c:7]2[c:20]([cH:21][c:22]1[I:23])[CH:19]1[CH:10]([CH:9]([O:25][C:26]([CH3:27])=[O:28])[CH2:8]2)[CH:11]2[CH2:12][CH2:13][C:14](=[O:24])[C:15]2([CH3:16])[CH2:17][CH2:18]1. The reactants are C[Li].CCOCC (methyllithium ether), CN(C(=O)C1=C(SC(=C1)S(N)(=O)=O)Cl)OC (N-methyl-N-methoxy-2-chloro-5-sulfamoylthiophene-3-carboxamide). Run in C1CCOC1 (THF). Run at temperature -78 celsius, time 2 hour. Product: C(C)(=O)C=1C=C(SC1Cl)S(=O)(=O)N (4-acetyl-5-chlorothiophene-2-sulfonamide). Yield: 64.5%. Reaction SMILES: C[Li].[CH3:3]COCC.CN(OC)[C:10]([C:12]1[CH:16]=[C:15]([S:17](=[O:20])(=[O:19])[NH2:18])[S:14][C:13]=1[Cl:21])=[O:11]>C1COCC1>[C:10]([C:12]1[CH:16]=[C:15]([S:17]([NH2:18])(=[O:20])=[O:19])[S:14][C:13]=1[Cl:21])(=[O:11])[CH3:3] |f:0.1|. Procedure: A solution of 1.5M methyllithium/ether (26 mL, 0.039 mol) was added dropwise to a solution of N-methyl-N-methoxy-2-chloro-5-sulfamoylthiophene-3-carboxamide (3.25 g, 0.011 mol) in dry THF (145 mL) under a nitrogen atmosphere, cooled to -78° C. After two hours, the reaction mixture was poured carefully into ice/dil. HCl and the product was extracted into ethyl acetate. This extract was washed with water and brine, dried (Na2SO4), filtered and evaporated to give 2.82 g of crude solid product. This... Reactants: COC (dimethylether), C(=O)(O)[O-].[Na+] (NaHCO3), COC1=CC=C(C=C1)C1=C(N(N=C1C)COCC[Si](C)(C)C)C1=NC(=NC(=C1)C)N (4-[4-(4-Methoxy-phenyl)-5-methyl-2-(2-trimethylsilanyl-ethoxymethyl)-2H-pyrazol-3-yl]-6-methyl-pyrimidin-2-ylamine), B(Cl)(Cl)Cl (borontrichloride). Solvent: ClCCl (dichloromethane), ClCCl (dichloromethane). Run at time 2 hour. The product is COC1=CC=C(C=C1)C1=C(NN=C1C)C1=NC(=NC(=C1)C)N (4-[4-(4-methoxy-phenyl)-5-methyl-2H-pyrazol-3-yl]-6-methyl-pyrimidin-2-ylamine). As a reaction SMILES: [CH3:1][O:2][C:3]1[CH:8]=[CH:7][C:6]([C:9]2[C:13]([CH3:14])=[N:12][N:11](COCC[Si](C)(C)C)[C:10]=2[C:23]2[CH:28]=[C:27]([CH3:29])[N:26]=[C:25]([NH2:30])[N:24]=2)=[CH:5][CH:4]=1.B(Cl)(Cl)Cl.COC.C([O-])(O)=O.[Na+]>ClCCl>[CH3:1][O:2][C:3]1[CH:8]=[CH:7][C:6]([C:9]2[C:13]([CH3:14])=[N:12][NH:11][C:10]=2[C:23]2[CH:28]=[C:27]([CH3:29])[N:26]=[C:25]([NH2:30])[N:24]=2)=[CH:5][CH:4]=1 |f:3.4|. Reported procedure: 4-[4-(4-Methoxy-phenyl)-5-methyl-2-(2-trimethylsilanyl-ethoxymethyl)-2H-pyrazol-3-yl]-6-methyl-pyrimidin-2-ylamine was dissolved in anhydrous dichloromethane under nitrogen. 2M borontrichloride.dimethylether in dichloromethane (7 eq) was added dropwise, and all was stirred for 2 hours. The reaction mixture was added dropwise to sat. NaHCO3(aq) and extracted into dichloromethane. The organic phase was dried over MgSO4, filtered and concentrated in vacuo. The residue was purified by preparative LC...